Task: describe an organic reaction: reactants, conditions, products, and yield. Dataset: the Open Reaction Database (ORD), a public repository of structured organic reaction records Starting materials: [Br-], N#Cc1ccc2c(c1)COC2=O, CC(C)(C)C(=O)Cl, C1CCOC1, CCOCC, [Cl-], Fc1ccc(Br)cc1, Fc1ccc([Mg+])cc1, [Mg], [NH4+]. The product is CC(C)(C)C(=O)OCc1cc(C#N)ccc1C(=O)c1ccc(F)cc1. RXN SMILES: [Br-:1].[C:19](#[N:20])[c:21]1[cH:22][c:23]2[c:28]([cH:29][cH:30]1)[C:26](=[O:27])[O:25][CH2:24]2.[C:31]([C:32]([CH3:33])([CH3:34])[CH3:35])(=[O:36])[Cl:37].[CH2:40]1[O:41][CH2:42][CH2:43][CH2:44]1.[CH2:45]([O:46][CH2:47][CH3:48])[CH3:49].[Cl-:38].[F:10][c:11]1[cH:12][cH:13][c:14]([Br:15])[cH:16][cH:17]1.[F:2][c:3]1[cH:4][cH:5][c:6]([Mg+:9])[cH:7][cH:8]1.[Mg:18].[NH4+:39]>>[F:2][c:3]1[cH:4][cH:5][c:6]([C:26](=[O:27])[c:28]2[c:23]([CH2:24][O:25][C:31]([C:32]([CH3:33])([CH3:34])[CH3:35])=[O:36])[cH:22][c:21]([C:19]#[N:20])[cH:30][cH:29]2)[cH:7][cH:8]1. The reactants are BrC1C(OCC1)=O (3-Bromo-2-oxotetrahydrofuran), C1(=CC=CC=C1)P(C1=CC=CC=C1)C1=CC=CC=C1 (triphenylphosphine). Run in C1=CC=CC=C1 (benzene). Yields the product [Br-].O=C1OCCC1[P+](C1=CC=CC=C1)(C1=CC=CC=C1)C1=CC=CC=C1 (2-Oxotetrahydrofuran-3-yltriphenylphosphonium bromide). Reaction SMILES: [Br:1][CH:2]1[CH2:6][CH2:5][O:4][C:3]1=[O:7].[C:8]1([P:14]([C:21]2[CH:26]=[CH:25][CH:24]=[CH:23][CH:22]=2)[C:15]2[CH:20]=[CH:19][CH:18]=[CH:17][CH:16]=2)[CH:13]=[CH:12][CH:11]=[CH:10][CH:9]=1>C1C=CC=CC=1>[Br-:1].[O:7]=[C:3]1[CH:2]([P+:14]([C:15]2[CH:16]=[CH:17][CH:18]=[CH:19][CH:20]=2)([C:21]2[CH:26]=[CH:25][CH:24]=[CH:23][CH:22]=2)[C:8]2[CH:9]=[CH:10][CH:11]=[CH:12][CH:13]=2)[CH2:6][CH2:5][O:4]1 |f:3.4|. Reported procedure: 3-Bromo-2-oxotetrahydrofuran (5 g) and triphenylphosphine (7.94 g) in dry benzene (50 mls) were left at room temperature for 4 days. The solution was decanted from the orange gum. This was dissolved in dichloromethane and concentrated to give a pale brown foam. Starting materials: NC1C(CN(CC1)CC1=CC=CC=C1)(C)C (4-amino-1-benzyl-3,3-dimethylpiperidine). The reagents and catalysts are [OH-].[OH-].[Pd+2] (Pd(OH)2 on carbon). Solvent: CO (methanol), [H][H] (hydrogen). Yields the product NC1C(CNCC1)(C)C (4-amino-3,3-dimethylpiperidine). As a reaction SMILES: [NH2:1][CH:2]1[CH2:7][CH2:6][N:5](CC2C=CC=CC=2)[CH2:4][C:3]1([CH3:16])[CH3:15]>CO.[H][H].[OH-].[OH-].[Pd+2]>[NH2:1][CH:2]1[CH2:7][CH2:6][NH:5][CH2:4][C:3]1([CH3:16])[CH3:15] |f:3.4.5|. Procedure details: A mixture of 20% Pd(OH)2 on carbon (0.3 g) and 4-amino-1-benzyl-3,3-dimethylpiperidine (1.6 g, 7.33 mmol) in methanol (25 ml) was stirred in hydrogen atmosphere (1 atm.) at 30° C. for 6 hr. The catalyst was filtered off, washed with methanol and filtrate was concentrated to dryness to afford 4-amino-3,3-dimethylpiperidine. Yield 0.7 g (75%), C7H16N2, m/z 129 (M+1), PMR (CDCl3): 0.9 (s, 6H), 1.5 (m, 2H), 1.58 (bs, 2H, D2O exchangeable), 2.26-2.68 (m, 4H), 3.06 (m, 1H), 3.52 (bs, 1H, D2O exchangea... Reaction SMILES: [F:1][C:2]1[CH:11]=[CH:10][CH:9]=[C:8]2[C:3]=1[CH:4]=[CH:5][CH:6]=[N:7]2.[Cl:12][S:13](O)(=[O:15])=[O:14]>>[F:1][C:2]1[CH:11]=[CH:10][C:9]([S:13]([Cl:12])(=[O:15])=[O:14])=[C:8]2[C:3]=1[CH:4]=[CH:5][CH:6]=[N:7]2. Reaction conditions: temperature 130 celsius. Product: FC1=C2C=CC=NC2=C(C=C1)S(=O)(=O)Cl (5-fluoroquinoline-8-sulfonyl chloride). The reactants are FC1=C2C=CC=NC2=CC=C1 (5-fluoroquinoline), ClS(=O)(=O)O (chlorosulfonic acid). Procedure details: 5-fluoroquinoline (800 mg, 5.4 mmol) was added slowly to 10 mL of chlorosulfonic acid at 0° C. When the addition was complete, the reaction mixture was heated at 130° C. overnight. The solution was allowed to cool and was slowly poured over ice. The aqueous layer was extracted with ethyl acetate (3×50 mL). The combined organic extracts were dried and evaporated to give the crude product, which was purified by column chromatography (5% EtOAc/PE) to afford 400 mg of title compound. 1H NMR (CHLOROF...